Dataset: the Open Reaction Database (ORD), a public repository of structured organic reaction records. Task: describe an organic reaction: reactants, conditions, products, and yield Reactants: ClC1=CC=2C3=C(N(C2C=C1)CC(=O)OCC)CCN(C3)C (Ethyl 2-(8-chloro-1,2,3,4-tetrahydro-2-methylpyrido[4,3-b]indol-5-yl)acetate), N (ammonia). Conditions: time 5 minute. Yields the product ClC1=CC=2C3=C(N(C2C=C1)CC(=O)N)CCN(C3)C (2-(8-chloro-1,2,3,4-tetrahydro-2-methylpyrido[4,3-b]indol-5-yl)acetamide). Reaction SMILES: [Cl:1][C:2]1[CH:10]=[CH:9][C:8]2[N:7]([CH2:11][C:12](OCC)=[O:13])[C:6]3[CH2:17][CH2:18][N:19]([CH3:21])[CH2:20][C:5]=3[C:4]=2[CH:3]=1.[NH3:22]>>[Cl:1][C:2]1[CH:10]=[CH:9][C:8]2[N:7]([CH2:11][C:12]([NH2:22])=[O:13])[C:6]3[CH2:17][CH2:18][N:19]([CH3:21])[CH2:20][C:5]=3[C:4]=2[CH:3]=1. Reported procedure: Ethyl 2-(8-chloro-1,2,3,4-tetrahydro-2-methylpyrido[4,3-b]indol-5-yl)acetate (0.1 g, 0.35 mmol) was taken in 4 ml aqueous ammonia and heated at 120 deg C. for 5 min in microwave. The solid product precipitated out after the reaction was filtered through a Buchner funnel and washed with 10% sodium bicarbonate (10 ml×2) followed by demineralised water (10 ml×2) wash. Product was vacuum dried and was taken in 5 ml ethanolic HCl, stirred for 15 min, concentrated in vacuo to afford 38 mg of 2-(8-chlo... The reactants are O=C1CN(CCN1)C(=O)OCC1=CC=CC=C1 (benzyl 3-oxopiperazine-1-carboxylate), C[Si](C)(C)[N-][Si](C)(C)C.[Li+] (lithium bis(trimethylsilyl)amide), C1CCOC1 (THF), resultant solution, C(C1=CC=CC=C1)Br (benzyl bromide). The solvent is CN(C)C=O (DMF). Reaction conditions: time 30 minute. Product: C(C1=CC=CC=C1)N1C(CN(CC1)C(=O)OCC1=CC=CC=C1)=O (Benzyl 4-benzyl-3-oxopiperazine-1-carboxylate). As a reaction SMILES: [O:1]=[C:2]1[NH:7][CH2:6][CH2:5][N:4]([C:8]([O:10][CH2:11][C:12]2[CH:17]=[CH:16][CH:15]=[CH:14][CH:13]=2)=[O:9])[CH2:3]1.C[Si]([N-][Si](C)(C)C)(C)C.[Li+].C1COCC1.[CH2:33](Br)[C:34]1[CH:39]=[CH:38][CH:37]=[CH:36][CH:35]=1>CN(C=O)C>[CH2:33]([N:7]1[CH2:6][CH2:5][N:4]([C:8]([O:10][CH2:11][C:12]2[CH:17]=[CH:16][CH:15]=[CH:14][CH:13]=2)=[O:9])[CH2:3][C:2]1=[O:1])[C:34]1[CH:39]=[CH:38][CH:37]=[CH:36][CH:35]=1 |f:1.2|. Procedure details: To a cold (0° C.) solution of benzyl 3-oxopiperazine-1-carboxylate (4.7 g, 20 mmol) in DMF (75 mL) under an atmosphere of nitrogen, a solution of lithium bis(trimethylsilyl)amide in THF (24 mL, 24 mmol) was added and stirred at the temperature for 30 min. The resultant solution was treated with benzyl bromide (2.9 mL, 24 mmol), and stirred at room temperature overnight. The product mixture was concentrated under vacuum, and the residue partitioned between aqueous HCl and ethyl acetate. The organ... Reactants: C1CCOC1, CC(=O)C1CCC2C3CCC4CC(=O)CCC4(C)C3CCC12C, [Li]CCCC, ClC=CCl, N#N. Yields the product CC(=O)C1CCC2C3CCC4CC(O)(C#CCl)CCC4(C)C3CCC12C. RXN SMILES: [CH2:35]1[O:36][CH2:37][CH2:38][CH2:39]1.[CH3:12][C:13]([CH:14]1[CH2:15][CH2:16][CH:17]2[CH:18]3[CH2:19][CH2:20][CH:21]4[CH2:22][C:23](=[O:33])[CH2:24][CH2:25][C:26]4([CH3:27])[CH:28]3[CH2:29][CH2:30][C:31]12[CH3:32])=[O:34].[CH3:7][CH2:8][CH2:9][CH2:10][Li:11].[Cl:1][CH:2]=[CH:3][Cl:4].[N:5]#[N:6]>>[Cl:1][C:2]#[C:3][C:23]1([OH:33])[CH2:22][CH:21]2[CH2:20][CH2:19][CH:18]3[CH:17]4[CH2:16][CH2:15][CH:14]([C:13]([CH3:12])=[O:34])[C:31]4([CH3:32])[CH2:30][CH2:29][CH:28]3[C:26]2([CH3:27])[CH2:25][CH2:24]1. The solvent is C(C)OCC (diethylether), CO (methanol). Starting materials: C(C)(C)(C)OC(=O)N1CCC(CC1)CNC(=O)C1=C(C=C(C(=C1)Cl)N)OC (N-tert-butyloxycarbonyl-4-(4-amino-5-chloro-2-methoxyphenyl-carbonylaminomethyl)piperidine), Cl (hydrogen chloride). Reaction conditions: temperature 50 celsius, time 5 minute. RXN SMILES: C(OC([N:8]1[CH2:13][CH2:12][CH:11]([CH2:14][NH:15][C:16]([C:18]2[CH:23]=[C:22]([Cl:24])[C:21]([NH2:25])=[CH:20][C:19]=2[O:26][CH3:27])=[O:17])[CH2:10][CH2:9]1)=O)(C)(C)C.Cl>CO.C(OCC)C>[NH2:25][C:21]1[C:22]([Cl:24])=[CH:23][C:18]([C:16]([NH:15][CH2:14][CH:11]2[CH2:10][CH2:9][NH:8][CH2:13][CH2:12]2)=[O:17])=[C:19]([O:26][CH3:27])[CH:20]=1. Product: NC1=CC(=C(C=C1Cl)C(=O)NCC1CCNCC1)OC (4-(4-amino-5-chloro-2-methoxyphenylcarbonylaminomethyl)piperidine), bis-hydrochloride. Procedure: To a solution of N-tert-butyloxycarbonyl-4-(4-amino-5-chloro-2-methoxyphenyl-carbonylaminomethyl)piperidine (500 mg, 1.26 mmol) in methanol solution (30 ml) was added an ethereal 1N hydrogen chloride solution (12.6 ml, 12.6 mmol). The solution was heated at 50° C. The reaction mixture became heterogeneous within 5 min. After 1.5 h, the reaction mixture was concentrated to give a white solid which was suspended in diethylether and filtered to give 4-(4-amino-5-chloro-2-methoxyphenylcarbonylaminom... Reactants: C1(=CC=CC=C1)N=NC1=CC=C(C=C1)NC1=NC(=NC(=N1)NC1=CC=C(C=C1)N=NC1=CC=CC=C1)NC1=CC=C(C=C1)N=NC1=CC=CC=C1 (2,4,6-tris-[4-(phenylazo)phenylamino]-1,3,5-triazine), tris-amino, di- and mono-azo, O.NN (hydrazine hydrate), tris-azo, NC1=CC=CC=C1 (aniline). The reagents and catalysts are [Pd] (palladium on carbon). The solvent is C(C(C)C)O (isobutanol), one. Reaction conditions: temperature 70 celsius, time 2 hour. Product: NC1=CC=C(NC2=NC(=NC(=N2)NC2=CC=C(C=C2)N)NC2=CC=C(C=C2)N)C=C1 (2,4,6-Tris-[4-aminoanilino]-1,3,5-triazine). Reaction SMILES: C1(N=[N:8][C:9]2[CH:14]=[CH:13][C:12]([NH:15][C:16]3[N:21]=[C:20]([NH:22][C:23]4[CH:28]=[CH:27][C:26]([N:29]=NC5C=CC=CC=5)=[CH:25][CH:24]=4)[N:19]=[C:18]([NH:37][C:38]4[CH:43]=[CH:42][C:41]([N:44]=NC5C=CC=CC=5)=[CH:40][CH:39]=4)[N:17]=3)=[CH:11][CH:10]=2)C=CC=CC=1.O.NN.NC1C=CC=CC=1>[Pd].C(O)C(C)C>[NH2:8][C:9]1[CH:14]=[CH:13][C:12]([NH:15][C:16]2[N:21]=[C:20]([NH:22][C:23]3[CH:24]=[CH:25][C:26]([NH2:29])=[CH:27][CH:28]=3)[N:19]=[C:18]([NH:37][C:38]3[CH:43]=[CH:42][C:41]([NH2:44])=[CH:40][CH:39]=3)[N:17]=2)=[CH:11][CH:10]=1 |f:1.2|. Procedure details: In one 100 milliliter, four-neck, round-bottom flask equipped with a thermo-couple, a condenser, a mechanical stirrer, and a nitrogen sweep were placed 3.34 grams (0.005 mole) of 2,4,6-tris-[4-(phenylazo)phenylamino]-1,3,5-triazine, 50 grams of isobutanol, 1.66 grams (0.033 mole) of hydrazine hydrate and 0.15 gram of 5 percent palladium on carbon (approximately 60 percent wet). Over a period of two hours, the mixture was heated to 70° C., and held an additional ten hours at 70° C. The reduction ...